Dataset: the Open Reaction Database (ORD), a public repository of structured organic reaction records. Task: describe an organic reaction: reactants, conditions, products, and yield Procedure: A mixture of (R)-1-(4-bromophenyl)ethylamine (3.12 g, 15.6 mmol), pthalic anhydride (2.31 g, 15.6 mmol) and dimethylformamide (20 ml) was heated in a microwave oven at 210° C. for 20 min. The reaction mixture was then partitioned between diethyl ether and water, and the organic phase washed with brine. The solvent was evaporated to give (R)-2-[1-(4-bromo-phenyl)-ethyl]-isoindole-1,3-dione (3.44 g, 10.4 mmol, 67%). A mixture of 2-methoxypyridine-3-boronic acid (4.0 g, 26 mmol), (R)-2-[1-(4-bromo-... The product is OC1=NC=CC=C1C1=CC=C(C=C1)[C@@H](C)N1C(C2=CC=CC=C2C1=O)=O ((R)-2-{1-[4-(2-hydroxy-pyridin-3-yl)-phenyl]-ethyl}-isoindole-1,3-dione). The solvent is N1=CC=CC=C1 (pyridine). The reactants are COC1=NC=CC=C1C1=CC=C(C=C1)[C@@H](C)N1C(C2=CC=CC=C2C1=O)=O ((R)-2-{1-[4-(2-methoxy-pyridin-3-yl)-phenyl]-ethyl}-isoindole-1,3-dione), Cl (hydrogen chloride). Reaction SMILES: C[O:2][C:3]1[C:8]([C:9]2[CH:14]=[CH:13][C:12]([C@H:15]([N:17]3[C:25](=[O:26])[C:24]4[C:19](=[CH:20][CH:21]=[CH:22][CH:23]=4)[C:18]3=[O:27])[CH3:16])=[CH:11][CH:10]=2)=[CH:7][CH:6]=[CH:5][N:4]=1.Cl>N1C=CC=CC=1>[OH:2][C:3]1[C:8]([C:9]2[CH:10]=[CH:11][C:12]([C@H:15]([N:17]3[C:25](=[O:26])[C:24]4[C:19](=[CH:20][CH:21]=[CH:22][CH:23]=4)[C:18]3=[O:27])[CH3:16])=[CH:13][CH:14]=2)=[CH:7][CH:6]=[CH:5][N:4]=1. The yield is 102.6%. The reactants are NC(CCCNC(=O)OCc1ccccc1)C(=O)O, CC(C)(C)OC(=O)N=[N+]=[N-], [Na+], C1COCCO1, [OH-], O. Product: CC(C)(C)OC(=O)NC(CCCNC(=O)OCc1ccccc1)C(=O)O. As a reaction SMILES: [CH2:1]([c:2]1[cH:3][cH:4][cH:5][cH:6][cH:7]1)[O:8][C:9](=[O:10])[NH:11][CH2:12][CH2:13][CH2:14][CH:15]([NH2:16])[C:17](=[O:18])[OH:19].[N:22](=[N+:23]=[N-:24])[C:25](=[O:26])[O:27][C:28]([CH3:29])([CH3:30])[CH3:31].[Na+:21].[O:33]1[CH2:34][CH2:35][O:36][CH2:37][CH2:38]1.[OH-:20].[OH2:32]>>[CH2:1]([c:2]1[cH:3][cH:4][cH:5][cH:6][cH:7]1)[O:8][C:9](=[O:10])[NH:11][CH2:12][CH2:13][CH2:14][CH:15]([NH:16][C:25](=[O:26])[O:27][C:28]([CH3:29])([CH3:30])[CH3:31])[C:17](=[O:18])[OH:19]. Starting materials: N1([C@H](C(=O)N[C@H](CC2=CC=CC=C2)C(=O)N[C@@H](CC2=CC=CC=C2)C(=O)NN)CCC1)C(=O)OC(C)(C)C (BocPro-DPhe-PheNHNH2), N[C@H](CC1=CC=CC=C1)C(=O)N[C@@H](CC(C)C)C(=O)N[C@@H](CCCC)C(=O)N.Cl (HDPhe-Leu-NleNH2 hydrochloride), acyl azide. The product is N1([C@H](C(=O)N[C@H](CC2=CC=CC=C2)C(=O)N[C@@H](CC2=CC=CC=C2)C(=O)N[C@H](CC2=CC=CC=C2)C(=O)N[C@@H](CC(C)C)C(=O)N[C@@H](CCCC)C(=O)N)CCC1)C(=O)OC(C)(C)C (BocPro-DPhe-Phe-DPhe-Leu-NleNH2). Procedure details: Condensation of BocPro-DPhe-PheNHNH2 (Example 23, 0.717 g.) and HDPhe-Leu-NleNH2 hydrochloride salt (0.585 g.) by the acyl azide method (Yajima et al., Chem. Pharm. Bull., vol. 19, p. 1900, 1971) gave BocPro-DPhe-Phe-DPhe-Leu-NleNH2 in 51% yield. De-t-butoxycarbonylation of BocPro-Dphe-Dphe-Leu-NleNH2 (0.500 g.) using hydrogen chloride in acetic acid gave HPro-DPhe-Phe-DPhe-Leu-NleNH2, which was isolated as the amorphous white solid hydrochloride salt trihydrate in 36% yield. Yield: 51.0%. Reaction SMILES: [N:1]1([C:32]([O:34][C:35]([CH3:38])([CH3:37])[CH3:36])=[O:33])[CH2:31][CH2:30][CH2:29][C@H:2]1[C:3]([NH:5][C@@H:6]([C:14]([NH:16][C@H:17]([C:25]([NH:27]N)=[O:26])[CH2:18][C:19]1[CH:24]=[CH:23][CH:22]=[CH:21][CH:20]=1)=[O:15])[CH2:7][C:8]1[CH:13]=[CH:12][CH:11]=[CH:10][CH:9]=1)=[O:4].N[C@@H:40]([C:48]([NH:50][C@H:51]([C:56]([NH:58][C@H:59]([C:64]([NH2:66])=[O:65])[CH2:60][CH2:61][CH2:62][CH3:63])=[O:57])[CH2:52][CH:53]([CH3:55])[CH3:54])=[O:49])[CH2:41][C:42]1[CH:47]=[CH:46][CH:45]=[CH:44][CH:43]=1.Cl>>[N:1]1([C:32]([O:34][C:35]([CH3:38])([CH3:37])[CH3:36])=[O:33])[CH2:31][CH2:30][CH2:29][C@H:2]1[C:3]([NH:5][C@@H:6]([C:14]([NH:16][C@H:17]([C:25]([NH:27][C@@H:40]([C:48]([NH:50][C@H:51]([C:56]([NH:58][C@H:59]([C:64]([NH2:66])=[O:65])[CH2:60][CH2:61][CH2:62][CH3:63])=[O:57])[CH2:52][CH:53]([CH3:54])[CH3:55])=[O:49])[CH2:41][C:42]1[CH:43]=[CH:44][CH:45]=[CH:46][CH:47]=1)=[O:26])[CH2:18][C:19]1[CH:24]=[CH:23][CH:22]=[CH:21][CH:20]=1)=[O:15])[CH2:7][C:8]1[CH:13]=[CH:12][CH:11]=[CH:10][CH:9]=1)=[O:4] |f:1.2|. The reactants are C(C1=CC=CC=C1)OC(=O)N1CC(CCC1)=O (N-(benzyloxycarbonyl)-3-piperidone), N1CCCC1 (pyrrolidine), C(C1=CC=CC=C1)Br (benzyl bromide). Run in C(C)#N (acetonitrile), C1(=CC=CC=C1)C (toluene). Yields the product C(C1=CC=CC=C1)OC(=O)N1C(C(CCC1)=O)CC1=CC=CC=C1 (N-(benzyloxycarbonyl)-2-phenylmethyl-3-piperidone). The yield is 6.3%. RXN SMILES: [CH2:1]([O:8][C:9]([N:11]1[CH2:16][CH2:15][CH2:14][C:13](=[O:17])[CH2:12]1)=[O:10])[C:2]1[CH:7]=[CH:6][CH:5]=[CH:4][CH:3]=1.N1CCCC1.[CH2:23](Br)[C:24]1[CH:29]=[CH:28][CH:27]=[CH:26][CH:25]=1>C1(C)C=CC=CC=1.C(#N)C>[CH2:1]([O:8][C:9]([N:11]1[CH2:16][CH2:15][CH2:14][C:13](=[O:17])[CH:12]1[CH2:23][C:24]1[CH:29]=[CH:28][CH:27]=[CH:26][CH:25]=1)=[O:10])[C:2]1[CH:7]=[CH:6][CH:5]=[CH:4][CH:3]=1. Procedure details: A stirring solution of N-(benzyloxycarbonyl)-3-piperidone (1000 mg, 4.25 mmol) and pyrrolidine (454 mg, 6.38 mmol, Aldrich) in dry toluene (10 mL) in a round bottom flask fitted with a Dean-Stark trap was refluxed for 4 h. The reaction was conc. in vacuo to a orange oil. The oil was dissolved in dry acetonitrile (10 mL) and then benzyl bromide (800 mg, 4.68 mmol, Aldrich) was added. The reaction was heated to reflux for 16 h and then cooled to room temperature. The reaction was quenched by the a... The reactants are C(C)C=1N(C=C(N1)CCN)CC1=CC=C(C=C1)C1=C(C=CC=C1)C(=O)OC(C)(C)C (2-ethyl-4-(2-aminoethyl)-1-[2'-(t-butoxycarbonyl)biphenyl-4-yl]methylimidazole), O.C(C=O)(=O)OCC (ethyl glyoxylate hydrate). Run in O1CCCC1 (tetrahydrofuran). Conditions: time 8 hour. Product: C(C)C1=NC2=C(C(NCC2)C(=O)OCC)N1CC1=CC=C(C=C1)C1=C(C=CC=C1)C(=O)OC(C)(C)C (ethyl 2-ethyl-3-[2'-(t-butoxycarbonyl)biphenyl-4-yl]methyl-4,5,6,7-tetrahydroimidazo[4,5-c]pyridine-4-carboxylate). Isolated yield 92.2%. RXN SMILES: [CH2:1]([C:3]1[N:4]([CH2:11][C:12]2[CH:17]=[CH:16][C:15]([C:18]3[CH:23]=[CH:22][CH:21]=[CH:20][C:19]=3[C:24]([O:26][C:27]([CH3:30])([CH3:29])[CH3:28])=[O:25])=[CH:14][CH:13]=2)[CH:5]=[C:6]([CH2:8][CH2:9][NH2:10])[N:7]=1)[CH3:2].O.[C:32]([O:36][CH2:37][CH3:38])(=[O:35])[CH:33]=O>O1CCCC1>[CH2:1]([C:3]1[N:4]([CH2:11][C:12]2[CH:17]=[CH:16][C:15]([C:18]3[CH:23]=[CH:22][CH:21]=[CH:20][C:19]=3[C:24]([O:26][C:27]([CH3:29])([CH3:28])[CH3:30])=[O:25])=[CH:14][CH:13]=2)[C:5]2[CH:33]([C:32]([O:36][CH2:37][CH3:38])=[O:35])[NH:10][CH2:9][CH2:8][C:6]=2[N:7]=1)[CH3:2] |f:1.2|. Reported procedure: To a solution of 2-ethyl-4-(2-aminoethyl)-1-[2'-(t-butoxycarbonyl)biphenyl-4-yl]methylimidazole (5.30 g) in tetrahydrofuran (40 ml) is added ethyl glyoxylate hydrate (1.67 g). The reaction mixture is stirred overnight at room temperature and then refluxed for two hours. The solvent is evaporated and the residue is purified by silica gel column chromatography (solvent; chloroform/methanol) to give ethyl 2-ethyl-3-[2'-(t-butoxycarbonyl)biphenyl-4-yl]methyl-4,5,6,7-tetrahydroimidazo[4,5-c]pyridine-...